Dataset: the Open Reaction Database (ORD), a public repository of structured organic reaction records. Task: describe an organic reaction: reactants, conditions, products, and yield The reactants are BrC=1SC=NN1 (2-bromo-1,3,4 thiadiazole), O1CSC2=C1C=CC(=C2)CN2CCNCC2 (1-[(2H)-1,3-benzoxathiol-5-yl methyl]piperazine). Run in C=1(C(=CC=CC1)C)C (xylene), CN(C=O)C (dimethylformamide). Product: Br.O1CSC2=C1C=CC(=C2)CN2CCNCC2 (1-[(2H)-1,3-benzoxathiol-5-yl methyl]piperazine hydrobromide). Reaction SMILES: [Br:1]C1SC=NN=1.[O:7]1[C:11]2[CH:12]=[CH:13][C:14]([CH2:16][N:17]3[CH2:22][CH2:21][NH:20][CH2:19][CH2:18]3)=[CH:15][C:10]=2[S:9][CH2:8]1>C1(C)C(C)=CC=CC=1.CN(C)C=O>[BrH:1].[O:7]1[C:11]2[CH:12]=[CH:13][C:14]([CH2:16][N:17]3[CH2:18][CH2:19][NH:20][CH2:21][CH2:22]3)=[CH:15][C:10]=2[S:9][CH2:8]1 |f:4.5|. Procedure details: A solution of 4 g of 2-bromo-1,3,4 thiadiazole and 13 g of 1-[(2H)-1,3-benzoxathiol-5-yl methyl]piperazine in 200 ml of xylene and 10 ml of anhydrous dimethylformamide was refluxed for 3 hours. Then, the mixture was cooled, the crystals of 1-[(2H)-1,3-benzoxathiol-5-yl methyl]piperazine hydrobromide formed during the reaction were suctioned off, and the xylene filtrate was extracted several times with a 2 N solution of methane sulfonic acid. The acid layer was decanted off then rendered alkaline... Starting materials: OCCCSC1=CC=NC=C1 (4-(3-hydroxypropylthio)pyridine), CS(=O)(=O)Cl (methanesulfonyl chloride), C(C1=CC=CC=C1)N (benzylamine). The solvent is C(Cl)Cl (methylene chloride). Conditions: time 30 minute. Yields the product C(C1=CC=CC=C1)NCCCSC1=CC=NC=C1 (4-[3-(N-benzylamino)propylthio]pyridine). Yield: 161.3%. RXN SMILES: O[CH2:2][CH2:3][CH2:4][S:5][C:6]1[CH:11]=[CH:10][N:9]=[CH:8][CH:7]=1.CS(Cl)(=O)=O.[CH2:17]([NH2:24])[C:18]1[CH:23]=[CH:22][CH:21]=[CH:20][CH:19]=1>C(Cl)Cl>[CH2:17]([NH:24][CH2:2][CH2:3][CH2:4][S:5][C:6]1[CH:11]=[CH:10][N:9]=[CH:8][CH:7]=1)[C:18]1[CH:23]=[CH:22][CH:21]=[CH:20][CH:19]=1. Reported procedure: In 150 ml of methylene chloride were dissolved 5.22 g (30.8 mmol) of 4-(3-hydroxypropylthio)pyridine and 5.16 ml (37.0 mmol) of triiethylamine, methanesulfonyl chloride [2.86 ml (37.0 mmol)] was added, and the mixture was stirred at room temperature for 30 minutes. The reaction mixture was washed with a saturated aqueous solution of sodium bicarbonate and water and dried. Then the solvent was distilled off. 2.62 ml (24.0 mmol) of benzylamine was added to the residue, and the mixture was heated a... Isolated yield 63.0%. RXN SMILES: C([O-])([O-])=O.[K+].[K+].C1(P(C2CCCCC2)C2C=CC=CC=2C2C(C(C)C)=CC(C(C)C)=CC=2C(C)C)CCCCC1.Cl[C:42]1[C:47](=[O:48])[N:46]([CH3:49])[CH:45]=[C:44]2[C:50](=[O:66])[N:51]([CH2:54][CH2:55][C:56]3[CH:65]=[CH:64][C:63]4[C:58](=[CH:59][CH:60]=[CH:61][CH:62]=4)[N:57]=3)[C:52](=[O:53])[C:43]=12.[NH:67]1[CH2:72][CH2:71][S:70](=[O:74])(=[O:73])[CH2:69][CH2:68]1>C1(C)C=CC=CC=1.C1C=CC(/C=C/C(/C=C/C2C=CC=CC=2)=O)=CC=1.C1C=CC(/C=C/C(/C=C/C2C=CC=CC=2)=O)=CC=1.C1C=CC(/C=C/C(/C=C/C2C=CC=CC=2)=O)=CC=1.[Pd].[Pd]>[CH3:49][N:46]1[C:47](=[O:48])[C:42]([N:67]2[CH2:72][CH2:71][S:70](=[O:74])(=[O:73])[CH2:69][CH2:68]2)=[C:43]2[C:52](=[O:53])[N:51]([CH2:54][CH2:55][C:56]3[CH:65]=[CH:64][C:63]4[C:58](=[CH:59][CH:60]=[CH:61][CH:62]=4)[N:57]=3)[C:50](=[O:66])[C:44]2=[CH:45]1 |f:0.1.2,7.8.9.10.11|. Reported procedure: K2CO3 (1.127 g, 8.16 mmol), Pd2(dba)3 (0.249 g, 0.272 mmol) and dicyclohexyl[2′,4′,6′-tris(1-methylethyl)[1,1′-biphenyl]-2-yl]-phosphine (0.13 g, 0.272 mmol) were subsequently added to a suspension of 7-chloro-5-methyl-2-(2-quinolin-2-yl-ethyl)-5H-pyrrolo[3,4-c]pyridine-1,3,6-trione (1 g, 2.72 mmol, see Example c1)) and thiomorpholine 1,1-dioxide (0.551 g, 4.08 mmol) in toluene (10 ml) and the mixture was stirred for 4 h under reflux. The solvent was removed and the resulting mixture was purifie... The reactants are C(=O)([O-])[O-].[K+].[K+] (K2CO3), C1(CCCCC1)P(C1=C(C=CC=C1)C1=C(C=C(C=C1C(C)C)C(C)C)C(C)C)C1CCCCC1 (dicyclohexyl[2′,4′,6′-tris(1-methylethyl)[1,1′-biphenyl]-2-yl]-phosphine), ClC1=C2C(=CN(C1=O)C)C(N(C2=O)CCC2=NC1=CC=CC=C1C=C2)=O (7-chloro-5-methyl-2-(2-quinolin-2-yl-ethyl)-5H-pyrrolo[3,4-c]pyridine-1,3,6-trione), N1CCS(CC1)(=O)=O (thiomorpholine 1,1-dioxide). The reagents and catalysts are C=1C=CC(=CC1)/C=C/C(=O)/C=C/C2=CC=CC=C2.C=1C=CC(=CC1)/C=C/C(=O)/C=C/C2=CC=CC=C2.C=1C=CC(=CC1)/C=C/C(=O)/C=C/C2=CC=CC=C2.[Pd].[Pd] (Pd2(dba)3). Reaction conditions: time 4 hour. The solvent is C1(=CC=CC=C1)C (toluene). The product is CN1C=C2C(=C(C1=O)N1CCS(CC1)(=O)=O)C(N(C2=O)CCC2=NC1=CC=CC=C1C=C2)=O (5-Methyl-7-(1,1-dioxo-thiomorpholin-4-yl)-2-(2-quinolin-2-yl-ethyl)-5H-pyrrolo[3,4-c]pyridine-1,3,6-trione). Starting materials: Cc1nc(NC(=O)Nc2cccc(C(F)(F)F)c2)cn1CCNC(=O)OC(C)(C)C, ClCCl, Cl. Yields the product Cc1nc(NC(=O)Nc2cccc(C(F)(F)F)c2)cn1CCN. RXN SMILES: [C:2]([O:3][C:4](=[O:5])[NH:8][CH2:9][CH2:10][n:11]1[c:12]([CH3:30])[n:13][c:14]([NH:16][C:17](=[O:18])[NH:19][c:20]2[cH:21][c:22]([C:26]([F:27])([F:28])[F:29])[cH:23][cH:24][cH:25]2)[cH:15]1)([CH3:6])([CH3:7])[CH3:31].[Cl:32][CH2:33][Cl:34].[ClH:1]>>[NH2:8][CH2:9][CH2:10][n:11]1[c:12]([CH3:30])[n:13][c:14]([NH:16][C:17](=[O:18])[NH:19][c:20]2[cH:21][c:22]([C:26]([F:27])([F:28])[F:29])[cH:23][cH:24][cH:25]2)[cH:15]1. The reactants are [N+](=O)([O-])C=1C=C2C(NC=NC2=C(C1)C(=O)O)=O (6-nitro-4-oxo-3,4-dihydroquinazoline-8-carboxylic acid), S(O)(O)(=O)=O (sulfuric acid), CO (MeOH), [OH-].[Na+] (NaOH). Product: [N+](=O)([O-])C=1C=C2C(NC=NC2=C(C1)C(=O)OC)=O (Methyl 6-nitro-4-oxo-3,4-dihydroquinazoline-8-carboxylate). Yield: 84.0%. Reaction SMILES: [N+:1]([C:4]1[CH:5]=[C:6]2[C:11](=[C:12]([C:14]([OH:16])=[O:15])[CH:13]=1)[N:10]=[CH:9][NH:8][C:7]2=[O:17])([O-:3])=[O:2].S(=O)(=O)(O)O.[OH-].[Na+].[CH3:25]O>>[N+:1]([C:4]1[CH:5]=[C:6]2[C:11](=[C:12]([C:14]([O:16][CH3:25])=[O:15])[CH:13]=1)[N:10]=[CH:9][NH:8][C:7]2=[O:17])([O-:3])=[O:2] |f:2.3|. Procedure: 6-nitro-4-oxo-3,4-dihydroquinazoline-8-carboxylic acid (500 mg, 2.13 mmol) was treated with a solution of sulfuric acid ((1.2 equiv.) in anhydrous MeOH (10 mL) under refluxing overnight. After cooling to rt, 2N NaOH solution was added to the reaction mixture to adjust pH˜8. After removal of MeOH, methyl ester was collected by filtration, and washing with water and as yellow solid in 84% yield. 1HNMR (in DMSO): 3.91 (s, 3H), 8.38 (s, 1H), 8.74 (d, J=2.6 Hz, 1H), 8.88 (d, J=2.6 Hz, 1H). Mass: M+H+... The reactants are C=1C=CC2=C(C1)N=NN2O (HOBt), C1CCC(CC1)N=C=NC2CCCCC2 (DCCI), N([C@@H](CC1=CC=CC=C1)C(=O)N[C@@H](CC1=CNC=N1)C(=O)O)C(=O)OCC1=CC=CC=C1 (Z-Phe-His-OH), N[C@@H](CC(C)C)C(=O)N[C@@H](C(C)C)C(=O)N[C@@H]([C@@H](C)CC)C(=O)O.C(N)(=O)CC=1N=C(SC1)[NH-] (H-Leu-Val-Ile 4-(carbamoylmethyl)-2-thiazolyl amide). Product: N([C@@H](CC1=CC=CC=C1)C(=O)N[C@@H](CC1=CNC=N1)C(=O)N[C@@H](CC(C)C)C(=O)N[C@@H](C(C)C)C(=O)N[C@@H]([C@@H](C)CC)C(=O)O)C(=O)OCC1=CC=CC=C1.C(N)(=O)CC=1N=C(SC1)[NH-] (Z-Phe-His-Leu-Val-Ile 4-(carbamoylmethyl)-2-thiazolyl amide), B7. As a reaction SMILES: [NH:1]([C:23]([O:25][CH2:26][C:27]1[CH:32]=[CH:31][CH:30]=[CH:29][CH:28]=1)=[O:24])[C@H:2]([C:10]([NH:12][C@H:13]([C:20](O)=[O:21])[CH2:14][C:15]1[N:19]=[CH:18][NH:17][CH:16]=1)=[O:11])[CH2:3][C:4]1[CH:9]=[CH:8][CH:7]=[CH:6][CH:5]=1.[NH2:33][C@H:34]([C:39]([NH:41][C@H:42]([C:46]([NH:48][C@H:49]([C:54]([OH:56])=[O:55])[C@H:50]([CH2:52][CH3:53])[CH3:51])=[O:47])[CH:43]([CH3:45])[CH3:44])=[O:40])[CH2:35][CH:36]([CH3:38])[CH3:37].[C:57]([CH2:60][C:61]1[N:62]=[C:63]([NH-:66])[S:64][CH:65]=1)(=[O:59])[NH2:58].C1C=CC2N(O)N=NC=2C=1.C1CCC(N=C=NC2CCCCC2)CC1>>[NH:1]([C:23]([O:25][CH2:26][C:27]1[CH:32]=[CH:31][CH:30]=[CH:29][CH:28]=1)=[O:24])[C@H:2]([C:10]([NH:12][C@H:13]([C:20]([NH:33][C@H:34]([C:39]([NH:41][C@H:42]([C:46]([NH:48][C@H:49]([C:54]([OH:56])=[O:55])[C@H:50]([CH2:52][CH3:53])[CH3:51])=[O:47])[CH:43]([CH3:44])[CH3:45])=[O:40])[CH2:35][CH:36]([CH3:37])[CH3:38])=[O:21])[CH2:14][C:15]1[N:19]=[CH:18][NH:17][CH:16]=1)=[O:11])[CH2:3][C:4]1[CH:9]=[CH:8][CH:7]=[CH:6][CH:5]=1.[C:57]([CH2:60][C:61]1[N:62]=[C:63]([NH-:66])[S:64][CH:65]=1)(=[O:59])[NH2:58] |f:1.2,5.6|. Procedure: In a manner analogous to that described in Example 1, using as starting materials 81 mg of Z-Phe-His-OH, 69 mg of H-Leu-Val-Ile-4-(carbamoylmethyl)-2-thiazolyl amide, 28 mg of HOBt and 39 mg of DCCI, the title compound is obtained after flash chromatography (65 g of silica gel 60, 40-63 μm, eluant system B7). Rf (B7)=0.21.